From a dataset of the Open Reaction Database (ORD), a public repository of structured organic reaction records. describe an organic reaction: reactants, conditions, products, and yield Starting materials: [H-].[Na+] (NaH), C(C1=CC=CC=C1)OC1=CC2=C(C=3NC=4C=CC(=CC4C3O2)OC)C=C1 (7-benzyloxy-3-methoxy-10H-benzo[4,5]furo[3,2-b]indole), Cl.ClCC1=CC=C(OCCN(CC)CC)C=C1 ([2-(4-chloromethyl-phenoxy)-ethyl]-diethyl-amine hydrochloride salt). Run in CN(C)C=O (DMF). Run at temperature 0 celsius, time 30 minute. Yields the product C(C1=CC=CC=C1)OC1=CC2=C(C=3N(C=4C=CC(=CC4C3O2)OC)CC2=CC=C(OCCN(CC)CC)C=C2)C=C1 ({2-[4-(7-benzyloxy-3-methoxy-benzo[4,5]furo[3,2-b]indol-10-ylmethyl)-phenoxy]-ethyl}-diethyl-amine). Reaction SMILES: [CH2:1]([O:8][C:9]1[CH:26]=[CH:25][C:12]2[C:13]3[NH:14][C:15]4[CH:16]=[CH:17][C:18]([O:23][CH3:24])=[CH:19][C:20]=4[C:21]=3[O:22][C:11]=2[CH:10]=1)[C:2]1[CH:7]=[CH:6][CH:5]=[CH:4][CH:3]=1.[H-].[Na+].Cl.Cl[CH2:31][C:32]1[CH:45]=[CH:44][C:35]([O:36][CH2:37][CH2:38][N:39]([CH2:42][CH3:43])[CH2:40][CH3:41])=[CH:34][CH:33]=1>CN(C=O)C>[CH2:1]([O:8][C:9]1[CH:26]=[CH:25][C:12]2[C:13]3[N:14]([CH2:31][C:32]4[CH:45]=[CH:44][C:35]([O:36][CH2:37][CH2:38][N:39]([CH2:42][CH3:43])[CH2:40][CH3:41])=[CH:34][CH:33]=4)[C:15]4[CH:16]=[CH:17][C:18]([O:23][CH3:24])=[CH:19][C:20]=4[C:21]=3[O:22][C:11]=2[CH:10]=1)[C:2]1[CH:3]=[CH:4][CH:5]=[CH:6][CH:7]=1 |f:1.2,3.4|. Procedure details: To a mixture of 7-benzyloxy-3-methoxy-10H-benzo[4,5]furo[3,2-b]indole (102 mg, 0.297 mmol) in DMF (5 mL) was added NaH (37 mg, 60% in mineral oil, 3.0 eq.) followed by [2-(4-chloromethyl-phenoxy)-ethyl]-diethyl-amine hydrochloride salt (99 mg, 0.356 mmol) at 0° C. The mixture was stirred at 0° C. for 30 minutes, warmed to 25° C., and quenched by NH4Cl (solid). EtOAc and water were then added to the mixture. The reaction mixture was then partitioned between EtOAc and water. The aqueous layer was ... Reactants: CSC(N)=S, CC(C)(ON=C(C(=O)NC1C(=O)N(S(=O)(=O)[O-])C1C(N)=O)c1csc(NC(=O)CCl)n1)C(=O)OCc1ccc([N+](=O)[O-])cc1, [Na+], [Na], O. Product: CC(C)(ON=C(C(=O)NC1C(=O)N(S(=O)(=O)[O-])C1C(N)=O)c1csc(N)n1)C(=O)OCc1ccc([N+](=O)[O-])cc1, [Na+]. As a reaction SMILES: [CH3:46][S:47][C:48](=[S:49])[NH2:50].[Cl:1][CH2:2][C:3](=[O:4])[NH:5][c:6]1[s:7][cH:8][c:9]([C:11]([C:12](=[O:13])[NH:14][CH:15]2[C:16](=[O:26])[N:17]([S:22](=[O:23])(=[O:24])[O-:25])[CH:18]2[C:19]([NH2:20])=[O:21])=[N:27][O:28][C:29]([CH3:30])([C:31](=[O:32])[O:33][CH2:34][c:35]2[cH:36][cH:37][c:38]([N+:41](=[O:42])[O-:43])[cH:39][cH:40]2)[CH3:44])[n:10]1.[Na+:45].[Na:51].[OH2:52]>>[NH2:5][c:6]1[s:7][cH:8][c:9]([C:11]([C:12](=[O:13])[NH:14][CH:15]2[C:16](=[O:26])[N:17]([S:22](=[O:23])(=[O:24])[O-:25])[CH:18]2[C:19]([NH2:20])=[O:21])=[N:27][O:28][C:29]([CH3:30])([C:31](=[O:32])[O:33][CH2:34][c:35]2[cH:36][cH:37][c:38]([N+:41](=[O:42])[O-:43])[cH:39][cH:40]2)[CH3:44])[n:10]1.[Na+:45]. Reactants: C1(CC1)C(CC#C)(CCCC)O (4-Cyclopropyl-4-hydroxy-1-octyne), N1C=NC=C1 (imidazole), Cl[Si](C)(C)C (chlorotrimethylsilane). Solvent: CN(C=O)C (dimethylformamide). Reaction conditions: time 17 hour. Yields the product C1(CC1)C(CC#C)(CCCC)O[Si](C)(C)C (4-Cyclopropyl-4-trimethylsiloxy-1-octyne). Reaction SMILES: [CH:1]1([C:4]([OH:12])([CH2:8][CH2:9][CH2:10][CH3:11])[CH2:5][C:6]#[CH:7])[CH2:3][CH2:2]1.N1C=CN=C1.Cl[Si:19]([CH3:22])([CH3:21])[CH3:20]>CN(C)C=O>[CH:1]1([C:4]([O:12][Si:19]([CH3:22])([CH3:21])[CH3:20])([CH2:8][CH2:9][CH2:10][CH3:11])[CH2:5][C:6]#[CH:7])[CH2:2][CH2:3]1. Procedure details: To a stirred solution of 27.8 g. of 4-cyclopropyl-4-hydroxy-1-octyne (Example 9) and 33.3 g. of imidazole in 130 ml of dimethylformamide at 5° C. is added 24 ml. of chlorotrimethylsilane during 5 minutes. The solution is stirred at ambient temperature for 17 hours and then partitioned with 600 ml of hexane and 250 ml of ice-water. The hexane phase is separated and washed successively with water and brine. The solution is dried over magnesium sulfate and evaporated to give a liquid, p.m.r. spectr... Starting materials: O.[PH2](=O)[O-].[Na+] (sodium hypophosphite monohydrate), C(#N)C=1C=C2C(=CNC2=CC1)CC1=C(C=C(C(=O)OC)C=C1)OC (methyl 4-(5-cyanoindol-3-ylmethyl)-3-methoxybenzoate), C(C)(=O)OCC (Ethyl acetate), [H][H] (hydrogen). The reagents and catalysts are [Ni] (Raney nickel). The solvent is O (water), C(C)(=O)O (acetic acid), N1=CC=CC=C1 (pyridine). The product is C(=O)C=1C=C2C(=CNC2=CC1)CC1=C(C=C(C(=O)OC)C=C1)OC (methyl 4-(5-formylindol-3-ylmethyl)-3-methoxybenzoate). The yield is 86.0%. RXN SMILES: O.[PH2]([O-])=O.[Na+].[C:6]([C:8]1[CH:9]=[C:10]2[C:14](=[CH:15][CH:16]=1)[NH:13][CH:12]=[C:11]2[CH2:17][C:18]1[CH:27]=[CH:26][C:21]([C:22]([O:24][CH3:25])=[O:23])=[CH:20][C:19]=1[O:28][CH3:29])#N.[H][H].C(OCC)(=[O:34])C>O.C(O)(=O)C.N1C=CC=CC=1.[Ni]>[CH:6]([C:8]1[CH:9]=[C:10]2[C:14](=[CH:15][CH:16]=1)[NH:13][CH:12]=[C:11]2[CH2:17][C:18]1[CH:27]=[CH:26][C:21]([C:22]([O:24][CH3:25])=[O:23])=[CH:20][C:19]=1[O:28][CH3:29])=[O:34] |f:0.1.2|. Procedure: A solution of sodium hypophosphite monohydrate (24.8 g) in water (40 ml) was added to a solution of methyl 4-(5-cyanoindol-3-ylmethyl)-3-methoxybenzoate (11.33 g) in acetic acid (40 ml) and pyridine (80 ml). Raney nickel (approximately 2.5 g) was added as an aqueous slurry, and the mixture was heated at 50°-55° for 3 hr (CAUTION: evolution of hydrogen!). Ethyl acetate (200 ml) was added to the cooled solution, the mixture was filtered through diatomaceous earth, the filter pad washed with ethyl ... Reactants: O=C([O-])[O-], CC1(CCCCl)OCCO1, CNc1ccccc1, CN(C)C=O, [I-], [K+], [K+], [K+]. Yields the product CN(CCCC1(C)OCCO1)c1ccccc1. RXN SMILES: [C:19](=[O:20])([O-:21])[O-:22].[CH2:1]1[CH2:2][O:3][C:4]([CH3:5])([CH2:6][CH2:7][CH2:8][Cl:9])[O:10]1.[CH3:11][NH:12][c:13]1[cH:14][cH:15][cH:16][cH:17][cH:18]1.[CH3:27][N:28]([CH3:29])[CH:30]=[O:31].[I-:26].[K+:23].[K+:24].[K+:25]>>[CH2:1]1[CH2:2][O:3][C:4]([CH3:5])([CH2:6][CH2:7][CH2:8][N:12]([CH3:11])[c:13]2[cH:14][cH:15][cH:16][cH:17][cH:18]2)[O:10]1. Starting materials: CC(C)=CC(=O)Cl, CN(C)c1ccncc1, C1CCOC1, NS(=O)(=O)c1ccccc1NC(=O)c1ccc(C#Cc2ccccc2)cc1. The product is CC(C)=CC(=O)NS(=O)(=O)c1ccccc1NC(=O)c1ccc(C#Cc2ccccc2)cc1. Reaction SMILES: [CH3:1][C:2](=[CH:3][C:4](=[O:5])[Cl:6])[CH3:7].[CH3:35][N:36]([CH3:37])[c:38]1[cH:39][cH:40][n:41][cH:42][cH:43]1.[O:44]1[CH2:45][CH2:46][CH2:47][CH2:48]1.[c:8]1([C:14]#[C:15][c:16]2[cH:17][cH:18][c:19]([C:20](=[O:21])[NH:22][c:23]3[c:24]([S:29]([NH2:30])(=[O:31])=[O:32])[cH:25][cH:26][cH:27][cH:28]3)[cH:33][cH:34]2)[cH:9][cH:10][cH:11][cH:12][cH:13]1>>[CH3:1][C:2](=[CH:3][C:4](=[O:5])[NH:30][S:29]([c:24]1[c:23]([NH:22][C:20]([c:19]2[cH:18][cH:17][c:16]([C:15]#[C:14][c:8]3[cH:9][cH:10][cH:11][cH:12][cH:13]3)[cH:34][cH:33]2)=[O:21])[cH:28][cH:27][cH:26][cH:25]1)(=[O:31])=[O:32])[CH3:7].